Dataset: the Open Reaction Database (ORD), a public repository of structured organic reaction records. Task: describe an organic reaction: reactants, conditions, products, and yield Starting materials: IC1=C(C=C(C=C1)[N+](=O)[O-])C (1-iodo-2-methyl-4-nitrobenzene), CN(C=O)C (dimethylformamide). Reagents/catalysts: [C-]#N.[Zn+2].[C-]#N (zinc cyanide), [Pd].C1(=CC=CC=C1)P(C1=CC=CC=C1)C1=CC=CC=C1.C1(=CC=CC=C1)P(C1=CC=CC=C1)C1=CC=CC=C1.C1(=CC=CC=C1)P(C1=CC=CC=C1)C1=CC=CC=C1.C1(=CC=CC=C1)P(C1=CC=CC=C1)C1=CC=CC=C1 (tetrakis(triphenylphosphine) palladium). Run in C(C)(=O)OCC (ethyl acetate). Run at temperature 120 celsius, time 24 hour. Yields the product CC1=C(C#N)C=CC(=C1)[N+](=O)[O-] (2-methyl-4-nitrobenzonitrile). Yield: 81.0%. RXN SMILES: I[C:2]1[CH:7]=[CH:6][C:5]([N+:8]([O-:10])=[O:9])=[CH:4][C:3]=1[CH3:11].[CH3:12][N:13](C)C=O>C(OCC)(=O)C.[C-]#N.[Zn+2].[C-]#N.[Pd].C1(P(C2C=CC=CC=2)C2C=CC=CC=2)C=CC=CC=1.C1(P(C2C=CC=CC=2)C2C=CC=CC=2)C=CC=CC=1.C1(P(C2C=CC=CC=2)C2C=CC=CC=2)C=CC=CC=1.C1(P(C2C=CC=CC=2)C2C=CC=CC=2)C=CC=CC=1>[CH3:11][C:3]1[CH:4]=[C:5]([N+:8]([O-:10])=[O:9])[CH:6]=[CH:7][C:2]=1[C:12]#[N:13] |f:3.4.5,6.7.8.9.10|. Procedure details: To a stirred solution of 1-iodo-2-methyl-4-nitrobenzene (812 mg, 3.087 mmol) in dimethylformamide were added zinc cyanide (544 mg, 4.63 mmol) and tetrakis(triphenylphosphine) palladium (713 mg, 0.6174 mmol). The reaction mixture was stirred for 24 h at 120° C., then cooled to room temperature and diluted with ethyl acetate. The mixture was filtered using celite pad. The filtrate dissolved in ethyl acetate and extracted with NaHCO3. The organic layer was dried over magnesium sulfate and filtered....